This data is from the Open Reaction Database (ORD), a public repository of structured organic reaction records. The task is: describe an organic reaction: reactants, conditions, products, and yield The reactants are C(#N)[BH3-].[Na+] (sodium cyanoborohydride), Cl.CN (methylamine hydrochloride), [OH-].[K+] (potassium hydroxide), C(C1=CC=CC=C1)N1CC(C(CC1)=O)C (racemic 1-benzyl-3-methyl-4-piperidone), Cl (hydrochloric acid). The solvent is CO (methanol). Conditions: time 20 minute. Product: C(C1=CC=CC=C1)N1CC(C(CC1)NC)C (1-benzyl-3-methyl-4-(methylamino)piperidine). Reaction SMILES: Cl.CN.[OH-].[K+].[CH2:6]([N:13]1[CH2:18][CH2:17][C:16](=O)[CH:15]([CH3:20])[CH2:14]1)[C:7]1[CH:12]=[CH:11][CH:10]=[CH:9][CH:8]=1.[C:21]([BH3-])#[N:22].[Na+].Cl>CO>[CH2:6]([N:13]1[CH2:18][CH2:17][CH:16]([NH:22][CH3:21])[CH:15]([CH3:20])[CH2:14]1)[C:7]1[CH:12]=[CH:11][CH:10]=[CH:9][CH:8]=1 |f:0.1,2.3,5.6|. Procedure details: A mixture of methylamine hydrochloride (1.40 g) in methanol (30 ml) at 0° under nitrogen is treated with potassium hydroxide pellets (331 mg) followed by the racemic 1-benzyl-3-methyl-4-piperidone (3.00 g) and is stirred at 0° for 20 min. Then sodium cyanoborohydride (371 mg) is added, and the reaction mixture is warmed to 20°-25° and stirred at 20°-25° for 18 hrs. The mixture is then adjusted to pH 2.5 with 3M aqueous hydrochloric acid, concentrated under reduced pressure, diluted with water (4... Reactants: CN1CCCC1=O, CS(C)=O, CO, CC(C)(O)c1ccc(C(=O)Nc2cc(Cl)n3nccc3n2)cc1, FC1CCNC1. Yields the product CC(C)(O)c1ccc(C(=O)Nc2cc(N3CCC(F)C3)n3nccc3n2)cc1. Reaction SMILES: [CH3:30][N:31]1[CH2:32][CH2:33][CH2:34][C:35]1=[O:36].[CH3:37][S:38]([CH3:39])=[O:40].[CH3:41][OH:42].[Cl:1][c:2]1[cH:3][c:4]([NH:11][C:12]([c:13]2[cH:14][cH:15][c:16]([C:19]([CH3:20])([CH3:21])[OH:22])[cH:17][cH:18]2)=[O:23])[n:5][c:6]2[n:7]1[n:8][cH:9][cH:10]2.[F:24][CH:25]1[CH2:26][NH:27][CH2:28][CH2:29]1>>[c:2]1([N:27]2[CH2:26][CH:25]([F:24])[CH2:29][CH2:28]2)[cH:3][c:4]([NH:11][C:12]([c:13]2[cH:14][cH:15][c:16]([C:19]([CH3:20])([CH3:21])[OH:22])[cH:17][cH:18]2)=[O:23])[n:5][c:6]2[n:7]1[n:8][cH:9][cH:10]2. Reactants: ether hexanes, OC1=NOC2=C1C=C(C=C2)N2C(=O)C1=C(CCCC1)C2=O (N-(3-hydroxy-1,2-benzisoxazol-5-yl)-1-cyclohexene-1,2-dicarboximide), C([O-])([O-])=O.[K+].[K+] (potassium carbonate), C(C=C)Br (allyl bromide), ether hexanes. Run in CN(C=O)C (N,N-dimethylformamide), O (water). Yields the product C(C=C)OC1=NOC2=C1C=C(C=C2)N2C(=O)C1=C(CCCC1)C2=O (N-[3-(Allyloxy)-1,2-benzisoxazol -5-yl]-1-cyclohexene-1,2-dicarboximide). Reaction SMILES: [OH:1][C:2]1[C:6]2[CH:7]=[C:8]([N:11]3[C:20](=[O:21])[C:15]4[CH2:16][CH2:17][CH2:18][CH2:19][C:14]=4[C:12]3=[O:13])[CH:9]=[CH:10][C:5]=2[O:4][N:3]=1.C(=O)([O-])[O-].[K+].[K+].[CH2:28](Br)[CH:29]=[CH2:30]>CN(C)C=O.O>[CH2:30]([O:1][C:2]1[C:6]2[CH:7]=[C:8]([N:11]3[C:20](=[O:21])[C:15]4[CH2:16][CH2:17][CH2:18][CH2:19][C:14]=4[C:12]3=[O:13])[CH:9]=[CH:10][C:5]=2[O:4][N:3]=1)[CH:29]=[CH2:28] |f:1.2.3|. Procedure details: A mixture of N-(3-hydroxy-1,2-benzisoxazol-5-yl)-1-cyclohexene-1,2-dicarboximide (0.75 g, 2.64 mmol), potassium carbonate (0.6 g, 4.35 mmol) and allyl bromide (1 g, 8.3 mmol) in N,N-dimethylformamide is heated at 60°-70° C. for 2 hours and diluted with water. The aqueous mixture is extracted with ether. The organic extracts are combined, washed sequentially with water and brine, dried over anhydrous sodium sulfate and concentrated in vacuo to obtain a yellow oil. Column chromatography of the oil... Reactants: C(C)(C)(C)OC(N[C@@H]1C(N(CC1)CC1=CC(=NC=C1)C#N)=O)=O ([1-(2-cyano-pyridin-4-ylmethyl)-2-oxopyrrolidin-3-(S)-yl]carbamic acid tert-butyl ester), C(=O)(C(F)(F)F)O (TFA). The solvent is C(Cl)Cl (CH2Cl2). Run at time 18 hour. The product is FC(C(=O)O)(F)F.N[C@@H]1C(N(CC1)CC1=CC(=NC=C1)C#N)=O (4-(3-(S)-Amino-2-oxopyrrolidin-1-ylmethyl)pyridine-2-carbonitrile trifluoroacetate). As a reaction SMILES: C(OC(=O)[NH:7][C@H:8]1[CH2:12][CH2:11][N:10]([CH2:13][C:14]2[CH:19]=[CH:18][N:17]=[C:16]([C:20]#[N:21])[CH:15]=2)[C:9]1=[O:22])(C)(C)C.[C:24]([OH:30])([C:26]([F:29])([F:28])[F:27])=[O:25]>C(Cl)Cl>[F:27][C:26]([F:29])([F:28])[C:24]([OH:30])=[O:25].[NH2:7][C@H:8]1[CH2:12][CH2:11][N:10]([CH2:13][C:14]2[CH:19]=[CH:18][N:17]=[C:16]([C:20]#[N:21])[CH:15]=2)[C:9]1=[O:22] |f:3.4|. Procedure details: To a solution of [1-(2-cyano-pyridin-4-ylmethyl)-2-oxopyrrolidin-3-(S)-yl]carbamic acid tert-butyl ester (3.34 g, 10.6 mmol) in 50 mL of CH2Cl2 is added 5 mL of TFA. The reaction mixture is stirred for 18 hours and then concentrated to give the title compound (3.40 g, 10.3 mmol) as a white foam. Starting materials: CCN(C(C)C)C(C)C, CC(NC(=O)OC(C)(C)C)c1nnc2ccc(Nc3cccc(Cl)c3)nn12, ClCCl, O=C(O)C(F)(F)F, O=C=Nc1cccnc1. Product: CC(NC(=O)Nc1cccnc1)c1nnc2ccc(Nc3cccc(Cl)c3)nn12. RXN SMILES: [CH:37]([N:38]([CH2:39][CH3:40])[CH:41]([CH3:42])[CH3:43])([CH3:44])[CH3:45].[Cl:1][c:2]1[cH:3][c:4]([NH:8][c:9]2[cH:10][cH:11][c:12]3[n:13]([n:14]2)[c:15]([CH:18]([CH3:19])[NH:20][C:21]([O:22][C:23]([CH3:24])([CH3:25])[CH3:26])=[O:27])[n:16][n:17]3)[cH:5][cH:6][cH:7]1.[Cl:53][CH2:54][Cl:55].[F:46][C:47]([F:48])([F:49])[C:50]([OH:51])=[O:52].[N:28](=[C:29]=[O:30])[c:31]1[cH:32][n:33][cH:34][cH:35][cH:36]1>>[Cl:1][c:2]1[cH:3][c:4]([NH:8][c:9]2[cH:10][cH:11][c:12]3[n:13]([n:14]2)[c:15]([CH:18]([CH3:19])[NH:20][C:21](=[O:27])[NH:28][c:31]2[cH:32][n:33][cH:34][cH:35][cH:36]2)[n:16][n:17]3)[cH:5][cH:6][cH:7]1. The reactants are c1ccc(CC2Cc3c(ncnc3Nc3ccc4c(c3)OCCO4)CN2)cc1, CO, O=C[O-], [NH4+], O, [Pd]. Product: c1nc2c(c(Nc3ccc4c(c3)OCCO4)n1)CNCC2. RXN SMILES: [CH2:1]([CH:2]1[NH:3][CH2:27][c:11]2[c:10]([c:15]([NH:16][c:17]3[cH:18][c:19]4[c:20]([cH:25][cH:26]3)[O:21][CH2:22][CH2:23][O:24]4)[n:14][cH:13][n:12]2)[CH2:9]1)[c:4]1[cH:5][cH:6][cH:7][cH:8][cH:28]1.[CH3:33][OH:34].[CH:29]([O-:30])=[O:31].[NH4+:32].[OH2:35].[Pd:36]>>[CH2:9]1[c:10]2[c:11]([n:12][cH:13][n:14][c:15]2[NH:16][c:17]2[cH:18][c:19]3[c:20]([cH:25][cH:26]2)[O:21][CH2:22][CH2:23][O:24]3)[CH2:27][CH2:33][NH:32]1.